This data is from the Open Reaction Database (ORD), a public repository of structured organic reaction records. The task is: describe an organic reaction: reactants, conditions, products, and yield Reaction SMILES: [N+:1]([C:4]1[CH:5]=[C:6]2[C:11](=[CH:12][CH:13]=1)[N:10]=[CH:9][N:8]=[C:7]2[NH:14][CH:15]=[C:16]([C:22]([O:24][CH2:25][CH3:26])=[O:23])[C:17]([O:19][CH2:20][CH3:21])=[O:18])([O-])=O.C1(C)C=CC=CC=1>CN(C)C=O.[Pd].[H][H]>[NH2:1][C:4]1[CH:5]=[C:6]2[C:11](=[CH:12][CH:13]=1)[N:10]=[CH:9][N:8]=[C:7]2[NH:14][CH:15]=[C:16]([C:22]([O:24][CH2:25][CH3:26])=[O:23])[C:17]([O:19][CH2:20][CH3:21])=[O:18]. Starting materials: [N+](=O)([O-])C=1C=C2C(=NC=NC2=CC1)NC=C(C(=O)OCC)C(=O)OCC (diethyl [(6-nitro-4-quinazolinylamino)methylene]propanedioate), C1(=CC=CC=C1)C (toluene). The solvent is CN(C=O)C (N,N-dimethylformamide), [H][H] (hydrogen). The reagents and catalysts are [Pd] (palladium on carbon). Reported procedure: A suspension of diethyl [(6-nitro-4-quinazolinylamino)methylene]propanedioate (2.8 g) in N,N-dimethylformamide (152 ml) was shaken with 10% palladium on carbon (0.93 g) in hydrogen atmosphere at ambient temperature for an hour. After the reaction was completed, the catalyst was removed by filtration and washed with chloroform. The combined filtrate and washing was concentrated under reduced pressure to give a residue, to which was added toluene and concentrated under reduced pressure. This opera... Isolated yield 97.4%. Product: NC=1C=C2C(=NC=NC2=CC1)NC=C(C(=O)OCC)C(=O)OCC (diethyl [(6-amino-4-quinazolinylamino)methylene]propanedioate). Reactants: C1CCC2=NCCCN2CC1 (DBU), FC(C(=O)NC(C(=O)OC)CO)C (methyl 2-(2-fluoropropanamido)-3-hydroxypropanoate), BrC(Cl)(Cl)Cl (Bromotrichloromethane), COCCN(CCOC)S(F)(F)F (deoxo-fluor). Solvent: C(Cl)Cl (CH2Cl2), CO (MeOH), C(Cl)Cl (DCM). Conditions: temperature 0 celsius, time 1 hour. Product: FC(C)C=1OC=C(N1)C(=O)OC (methyl 2-(1-fluoroethyl)oxazole-4-carboxylate). The yield is 44.1%. As a reaction SMILES: [F:1][CH:2]([CH3:13])[C:3]([NH:5][CH:6]([CH2:11][OH:12])[C:7]([O:9][CH3:10])=[O:8])=O.COCCN(S(F)(F)F)CCOC.BrC(Cl)(Cl)Cl.C1CCN2C(=NCCC2)CC1>C(Cl)Cl.CO>[F:1][CH:2]([C:3]1[O:12][CH:11]=[C:6]([C:7]([O:9][CH3:10])=[O:8])[N:5]=1)[CH3:13]. Reported procedure: A solution of methyl 2-(2-fluoropropanamido)-3-hydroxypropanoate (0.69 g, 3.60 mmol) in DCM (36.0 ml) was cooled to −20° C. and deoxo-fluor (50% in THF; 0.73 ml, 3.96 mmol, Fluka Chemie GmbH) was added dropwise. The reaction mixture was allowed to stir for 1 hour. Bromotrichloromethane (1.276 ml, 12.96 mmol, Sigma-Aldrich Chemical Company, Inc.) was added followed by addition of DBU (1.936 ml, 12.96 mmol, TCI). The reaction mixture was allowed to warm to 0° C. and stirred for 3 h. The reaction w... Starting materials: C(CC)C1=NC2=C(N1CC1=CC=C(C=C1)C=1C(=CC=CC1)C(=O)OC(C)(C)C)C=C(C=C2C)C(=O)NCCNC (tert.butyl 4'-[[2-n-propyl-4-methyl-6-[2-(N-methylamino)-ethylaminocarbonyl]-1H-benzimidazol-1-yl]-methyl]-biphenyl-2-carboxylate). Solvent: P(=O)(Cl)(Cl)Cl (phosphorus oxychloride). Yields the product C(CC)C1=NC2=C(N1CC1=CC=C(C=C1)C=1C(=CC=CC1)C(=O)O)C=C(C=C2C)C=2N(CCN2)C (4'-[[2-n-Propyl-4-methyl-6-(1-methyl-imidazolin-2-yl)-1H-benzimidazol-1-yl]-methyl]-biphenyl-2-carboxylic Acid). RXN SMILES: [CH2:1]([C:4]1[N:8]([CH2:9][C:10]2[CH:15]=[CH:14][C:13]([C:16]3[C:17]([C:22]([O:24]C(C)(C)C)=[O:23])=[CH:18][CH:19]=[CH:20][CH:21]=3)=[CH:12][CH:11]=2)[C:7]2[CH:29]=[C:30]([C:34]([NH:36][CH2:37][CH2:38][NH:39][CH3:40])=O)[CH:31]=[C:32]([CH3:33])[C:6]=2[N:5]=1)[CH2:2][CH3:3]>P(Cl)(Cl)(Cl)=O>[CH2:1]([C:4]1[N:8]([CH2:9][C:10]2[CH:15]=[CH:14][C:13]([C:16]3[C:17]([C:22]([OH:24])=[O:23])=[CH:18][CH:19]=[CH:20][CH:21]=3)=[CH:12][CH:11]=2)[C:7]2[CH:29]=[C:30]([C:34]3[N:39]([CH3:40])[CH2:38][CH2:37][N:36]=3)[CH:31]=[C:32]([CH3:33])[C:6]=2[N:5]=1)[CH2:2][CH3:3]. Procedure details: Prepared by heating of tert.butyl 4'-[[2-n-propyl-4-methyl-6-[2-(N-methylamino)-ethylaminocarbonyl]-1H-benzimidazol-1-yl]-methyl]-biphenyl-2-carboxylate in phosphorus oxychloride and isolating analogously to Example 151. Starting materials: C(C1=CC=CC=C1)OC(=O)N1CC2=CC=C(C=C2C1)C1=CC=C2C(C(=CN(C2=C1OC)C1CC1)C(=O)O)=O (7-[2-(benzyl-oxycarbonyl)isoindolin-5-yl]-1-cyclopropyl-8-methoxy-1,4-dihydro-4-oxoquinoline-3-carboxylic acid). Reagents/catalysts: [C].[Pd] (palladium-carbon). Solvent: C(C)(=O)O (acetic acid). Reaction conditions: time 2 hour. Yields the product C1(CC1)N1C=C(C(C2=CC=C(C(=C12)OC)C=1C=C2CNCC2=CC1)=O)C(=O)O (1-cyclopropyl-7-(isoindolin-5-yl)-8-methoxy-1,4-dihydro-4-oxoquinoline-3-carboxylic acid). Isolated yield 71.7%. Reaction SMILES: C(OC([N:11]1[CH2:19][C:18]2[C:13](=[CH:14][CH:15]=[C:16]([C:20]3[C:29]([O:30][CH3:31])=[C:28]4[C:23]([C:24](=[O:38])[C:25]([C:35]([OH:37])=[O:36])=[CH:26][N:27]4[CH:32]4[CH2:34][CH2:33]4)=[CH:22][CH:21]=3)[CH:17]=2)[CH2:12]1)=O)C1C=CC=CC=1>C(O)(=O)C.[C].[Pd]>[CH:32]1([N:27]2[C:28]3[C:23](=[CH:22][CH:21]=[C:20]([C:16]4[CH:17]=[C:18]5[C:13](=[CH:14][CH:15]=4)[CH2:12][NH:11][CH2:19]5)[C:29]=3[O:30][CH3:31])[C:24](=[O:38])[C:25]([C:35]([OH:37])=[O:36])=[CH:26]2)[CH2:33][CH2:34]1 |f:2.3|. Procedure details: In 14 ml of acetic acid and 140 mg of 5% palladium-carbon was suspended 140 mg of 7-[2-(benzyl-oxycarbonyl)isoindolin-5-yl]-1-cyclopropyl-8-methoxy-1,4-dihydro-4-oxoquinoline-3-carboxylic acid, and the suspension was stirred at room temperature for 2 hours under a hydrogen atomsphere. The reaction mixture was filtered and the filtrate was concentrated under reduced pressure. Ethanol and diethyl ether were added to the resulting residue and the crystals were collected by filtration. To the crysta... Starting materials: [Br-], CCOC(C)=O, C[Mg+], Cl, C1CCOC1, O, CC(=O)Cc1ccc(O)cc1. Yields the product CC(C)(O)Cc1ccc(O)cc1. RXN SMILES: [Br-:1].[CH3:15][CH2:16][O:17][C:18](=[O:19])[CH3:20].[CH3:2][Mg+:3].[ClH:21].[O:22]1[CH2:23][CH2:24][CH2:25][CH2:26]1.[OH2:27].[OH:4][c:5]1[cH:6][cH:7][c:8]([CH2:11][C:12]([CH3:13])=[O:14])[cH:9][cH:10]1>>[OH:4][c:5]1[cH:6][cH:7][c:8]([CH2:11][C:12]([CH3:13])([OH:14])[CH3:15])[cH:9][cH:10]1. The reactants are OC1=C(C(=O)OC)C=CC=C1NC(C1=CC(=CC=C1)C)=O (Methyl 2-hydroxy-3-(3-methylbenzamido)benzoate), CC1=CC=C(C=C1)S(=O)(=O)O (4-methylbenzenesulfonic acid). The solvent is C1(=CC=CC=C1)C (toluene). The product is C1(=CC(=CC=C1)C=1OC2=C(N1)C=CC=C2C(=O)OC)C (methyl 2-m-tolylbenzo[d]oxazole-7-carboxylate). The yield is 7.1%. RXN SMILES: O[C:2]1[C:11]([NH:12][C:13](=[O:21])[C:14]2[CH:19]=[CH:18][CH:17]=[C:16]([CH3:20])[CH:15]=2)=[CH:10][CH:9]=[CH:8][C:3]=1[C:4]([O:6][CH3:7])=[O:5].CC1C=CC(S(O)(=O)=O)=CC=1>C1(C)C=CC=CC=1>[C:16]1([CH3:20])[CH:17]=[CH:18][CH:19]=[C:14]([C:13]2[O:21][C:2]3[C:3]([C:4]([O:6][CH3:7])=[O:5])=[CH:8][CH:9]=[CH:10][C:11]=3[N:12]=2)[CH:15]=1. Reported procedure: Methyl 2-hydroxy-3-(3-methylbenzamido)benzoate (1.8 mg, 6.29 mmol) and 4-methylbenzenesulfonic acid (1.61 g, 9.4 mmol) were added to toluene (10 mL) and the mixture was stirred at reflux for 10 hr. The resulting mixture was extracted with ethyl acetate (100 mL×4) and concentrated to obtain methyl 2-m-tolylbenzo[d]oxazole-7-carboxylate as a solid (120 mg, yield 64%). LC-MS (ESI) m/z 269 [M+1]−.